describe an organic reaction: reactants, conditions, products, and yield From a dataset of the Open Reaction Database (ORD), a public repository of structured organic reaction records. Reactants: CN(c1ccc2c(c1)nc(NCCc1ccccc1)n2C)c1ccnc(Cl)n1, Cc1ccc(N)cc1S(N)(=O)=O. Product: Cl, Cc1ccc(Nc2nccc(N(C)c3ccc4c(c3)nc(NCCc3ccccc3)n4C)n2)cc1S(N)(=O)=O. As a reaction SMILES: [Cl:1][c:2]1[n:3][cH:4][cH:5][c:6]([N:8]([c:9]2[cH:10][c:11]3[c:12]([n:13]([CH3:25])[c:14]([NH:16][CH2:17][CH2:18][c:19]4[cH:20][cH:21][cH:22][cH:23][cH:24]4)[n:15]3)[cH:26][cH:27]2)[CH3:28])[n:7]1.[NH2:29][c:30]1[cH:31][cH:32][c:33]([CH3:40])[c:34]([S:36](=[O:37])(=[O:38])[NH2:39])[cH:35]1>>[ClH:1].[c:2]1([NH:29][c:30]2[cH:31][cH:32][c:33]([CH3:40])[c:34]([S:36](=[O:37])(=[O:38])[NH2:39])[cH:35]2)[n:3][cH:4][cH:5][c:6]([N:8]([c:9]2[cH:10][c:11]3[c:12]([n:13]([CH3:25])[c:14]([NH:16][CH2:17][CH2:18][c:19]4[cH:20][cH:21][cH:22][cH:23][cH:24]4)[n:15]3)[cH:26][cH:27]2)[CH3:28])[n:7]1. RXN SMILES: [CH3:1][C:2]1[NH:3][CH2:4][C:5](C)([C:24]([O:26][CH3:27])=[O:25])[CH:6]([C:12]2[CH:17]=[CH:16][CH:15]=[CH:14][C:13]=2[CH:18]=[CH:19][Si](C)(C)C)[C:7]=1[C:8]([O:10][CH3:11])=[O:9].[CH:29](Cl)(Cl)Cl>[Ti](Cl)(Cl)(Cl)Cl>[CH3:29][C:4]1[C:5]2([C:24]([O:26][CH3:27])=[O:25])[CH:6]3[CH:7]([C:8]([O:10][CH3:11])=[O:9])[C:2]([CH3:1])([CH2:19][CH:18]2[C:13]2[CH:14]=[CH:15][CH:16]=[CH:17][C:12]3=2)[N:3]=1. The product is CC1=NC2(CC3C1(C(C=1C=CC=CC13)C2C(=O)OC)C(=O)OC)C (Dimethyl 4,4a,9,9a-tetrahydro-1,3-dimethyl-3,9-methano-3H-indeno[2,1-c]pyridine-9a,10-dicarboxylate). Reagents/catalysts: [Ti](Cl)(Cl)(Cl)Cl (titanium tetrachloride). Reaction conditions: time 3 hour. Reactants: CC=1NCC(C(C1C(=O)OC)C1=C(C=CC=C1)C=C[Si](C)(C)C)(C(=O)OC)C (Dimethyl 2,5-dimethyl-4-[2-(2-trimethylsilylethenyl)phenyl]-1,4-dihydropyridine-3,5-dicarboxylate), C(Cl)(Cl)Cl (Chloroform). Procedure details: To the Compound 1b (1.0 mmol) in Chloroform (10 ml) was added titanium tetrachloride (1.1 mmol) under nitrogen at ambient temperature. After 3 hours, the solvent was removed in vacuo and the residue flash chromatographed on silica gel eluted with hexane:diethyl ether (1:2) to afford the desired product. The β-isomer was a white solid (Rf =0.4, m.p. 104.5°-105.5° C.). The α-isomer was a white solid (Rf =0.3, m.p. 160°-161.5° C.). Reactants: C1(CCCCC1)CCCI (3-cyclohexyl-1-iodopropane), [C-]#[C-].[Na+].[Na+] (sodium acetylide). The product is C1(CCCCC1)CCCC#C (5-Cyclohexylpent-1-yne). As a reaction SMILES: [CH:1]1([CH2:7][CH2:8][CH2:9]I)[CH2:6][CH2:5][CH2:4][CH2:3][CH2:2]1.[C-:11]#[C-:12].[Na+].[Na+]>>[CH:1]1([CH2:7][CH2:8][CH2:9][C:11]#[CH:12])[CH2:6][CH2:5][CH2:4][CH2:3][CH2:2]1 |f:1.2.3|. Procedure details: The title compound was synthesized using 3-cyclohexyl-1-iodopropane and sodium acetylide by conducting the reactions similar to those mentioned in Reference example 29. Reactants: ice water, [H-].[Na+] (NaH), C(C)I (Ethyl iodide), NC=1N=CC2=C(N1)N=C(C(=C2)C2=C(C=CC=C2Cl)Cl)O (2-amino-6-(2,6-dichlorophenyl)-pyrido[2,3-d]pyrimidin-7-ol). The solvent is CN(C=O)C (dimethylformamide). Run at temperature 50 celsius, time 3.5 hour. The product is NC=1N=CC2=C(N1)N(C(C(=C2)C2=C(C=CC=C2Cl)Cl)=O)CC (2-amino-6-(2,6-dichlorophenyl)-8-ethyl-pyrido[2,3-d]pyrimidin-7(8H)-one). Yield: 55.4%. Reaction SMILES: [H-].[Na+].[NH2:3][C:4]1[N:5]=[CH:6][C:7]2[CH:13]=[C:12]([C:14]3[C:19]([Cl:20])=[CH:18][CH:17]=[CH:16][C:15]=3[Cl:21])[C:11]([OH:22])=[N:10][C:8]=2[N:9]=1.[CH2:23](I)[CH3:24]>CN(C)C=O>[NH2:3][C:4]1[N:5]=[CH:6][C:7]2[CH:13]=[C:12]([C:14]3[C:19]([Cl:20])=[CH:18][CH:17]=[CH:16][C:15]=3[Cl:21])[C:11](=[O:22])[N:10]([CH2:23][CH3:24])[C:8]=2[N:9]=1 |f:0.1|. Procedure: To a suspension of NaH (60% in mineral oil, 27 mg) in 5 mL of dimethylformamide was added 2-amino-6-(2,6-dichlorophenyl)-pyrido[2,3-d]pyrimidin-7(8H)-one (172 mg, 0.56 mmol) from Example 11. The mixture was heated at 50° C. for 1 hour resulting in a clear solution. Ethyl iodide (60 μL, 0.75 mmol) was added, and the solution was stirred at 50° C. for 3.5 hours, cooled to room temperature, and poured into 30 mL of ice water. The resulting precipitate was removed by filtration and partitioned betwe... The reactants are C(CCCC)C1=CC=C(C(=O)O)C=C1 (4-pentyl-benzoic acid), C(C(=O)Cl)(=O)Cl (oxalyl chloride), [N+](=[N-])=C (diazomethane). Reagents/catalysts: CN(C=O)C (N,N-dimethylformamide). The solvent is ClCCl (dichloromethane). Run at temperature -5 celsius, time 30 minute. The product is ClCC(=O)C1=CC=C(C=C1)CCCCC (2-chloro-4'-(n-pentyl) acetophenone), C(CCCC)C1=CC=C(C=C1)C(C=[N+]=[N-])=O (4'-(n-pentyl) diazoacetophenone). Yield: 44.0%. RXN SMILES: [CH2:1]([C:6]1[CH:14]=[CH:13][C:9]([C:10]([OH:12])=[O:11])=[CH:8][CH:7]=1)[CH2:2][CH2:3][CH2:4][CH3:5].C(Cl)(=O)[C:16]([Cl:18])=O.[N+:21](=[CH2:23])=[N-:22]>ClCCl.CN(C)C=O>[Cl:18][CH2:16][C:10]([C:9]1[CH:8]=[CH:7][C:6]([CH2:1][CH2:2][CH2:3][CH2:4][CH3:5])=[CH:14][CH:13]=1)=[O:12].[CH2:1]([C:6]1[CH:7]=[CH:8][C:9]([C:10](=[O:11])[CH:23]=[N+:21]=[N-:22])=[CH:13][CH:14]=1)[CH2:2][CH2:3][CH2:4][CH3:5]. Procedure details: A solution of 4-pentyl-benzoic acid (1.178 g, 6.13 mmol) and oxalyl chloride (630 uL, 855 mg, 6.74 mmol, 1.1 eq) in dichloromethane (15 mL) was stirred at 22° C. for 10 min, then treated with one drop of N,N-dimethylformamide at 22° C. {Caution, gas evolution may become brisk}. After gas evolution was no longer observed, the flask was fitted with a condenser and warmed to reflux for 30 min. The solution was cooled to -5° C., and cannulated into a cold (-5° C.), ethereal solution of diazomethane ...